Dataset: the Open Reaction Database (ORD), a public repository of structured organic reaction records. Task: describe an organic reaction: reactants, conditions, products, and yield The reactants are CNCCO, CCOC(C)=O, O=[N+]([O-])c1ccc(F)cc1. Yields the product CN(CCO)c1ccc([N+](=O)[O-])cc1. As a reaction SMILES: [CH3:11][NH:12][CH2:13][CH2:14][OH:15].[CH3:16][CH2:17][O:18][C:19](=[O:20])[CH3:21].[F:1][c:2]1[cH:3][cH:4][c:5]([N+:8](=[O:9])[O-:10])[cH:6][cH:7]1>>[c:2]1([N:12]([CH3:11])[CH2:13][CH2:14][OH:15])[cH:3][cH:4][c:5]([N+:8](=[O:9])[O-:10])[cH:6][cH:7]1.